From a dataset of the Open Reaction Database (ORD), a public repository of structured organic reaction records. describe an organic reaction: reactants, conditions, products, and yield The reactants are BrB(Br)Br, COc1ccc(-c2ccc3c(O)cccc3c2)cc1. Product: Oc1ccc(-c2ccc3c(O)cccc3c2)cc1. As a reaction SMILES: [B:20]([Br:21])([Br:22])[Br:23].[CH3:1][O:2][c:3]1[cH:4][cH:5][c:6](-[c:9]2[cH:10][c:11]3[cH:12][cH:13][cH:14][c:15]([OH:19])[c:16]3[cH:17][cH:18]2)[cH:7][cH:8]1>>[OH:2][c:3]1[cH:4][cH:5][c:6](-[c:9]2[cH:10][c:11]3[cH:12][cH:13][cH:14][c:15]([OH:19])[c:16]3[cH:17][cH:18]2)[cH:7][cH:8]1. Starting materials: O1CCC2=C1C=C(C=C2)C=2N=C(NC2C2=NC=CC=C2)C2=CC=C(C#N)C=C2 (4-[4-(2,3-dihydro-benzofuran-6-yl)-5-pyridin-2-yl-1H-imidazol-2-yl]-benzonitrile), O1CCC2=C1C=C(C=C2)C=2N=C(N(C2C2=NC=CC=C2)O)C2=CC=C(C#N)C=C2 (4-[4-(2,3-dihydro-benzofuran-6-yl)-1-hydroxy-5-pyridin-2-yl-1H-imidazol-2-yl]-benzonitrile). Yields the product O1CCC2=C1C=C(C=C2)C=2N=C(NC2C2=NC=CC=C2)C2=CC=C(C(=O)N)C=C2 (4-[4-(2,3-Dihydro-benzofuran-6-yl)-5-pyridin-2-yl-1H-imidazol-2-yl]-benzamide). As a reaction SMILES: [O:1]1[C:5]2[CH:6]=[C:7]([C:10]3[N:11]=[C:12]([C:21]4[CH:28]=[CH:27][C:24]([C:25]#[N:26])=[CH:23][CH:22]=4)[NH:13][C:14]=3[C:15]3[CH:20]=[CH:19][CH:18]=[CH:17][N:16]=3)[CH:8]=[CH:9][C:4]=2[CH2:3][CH2:2]1.[O:29]1C2C=C(C3N=C(C4C=CC(C#N)=CC=4)N(O)C=3C3C=CC=CN=3)C=CC=2CC1>>[O:1]1[C:5]2[CH:6]=[C:7]([C:10]3[N:11]=[C:12]([C:21]4[CH:22]=[CH:23][C:24]([C:25]([NH2:26])=[O:29])=[CH:27][CH:28]=4)[NH:13][C:14]=3[C:15]3[CH:20]=[CH:19][CH:18]=[CH:17][N:16]=3)[CH:8]=[CH:9][C:4]=2[CH2:3][CH2:2]1. Procedure details: Prepared according to the method of Example 14 from 4-[4-(2,3-dihydro-benzofuran-6-yl)-5-pyridin-2-yl-1H-imidazol-2-yl]-benzonitrile which was prepared from 4-[4-(2,3-dihydro-benzofuran-6-yl)-1-hydroxy-5-pyridin-2-yl-1H-imidazol-2-yl]-benzonitrile according to the method of Example 2. 1H NMR (250 MHz, CDCl3) δ: 3.27 (2H, brt, J=8.5 Hz), 4.63 (2H, brt, J=8.5 Hz), 5.50-5.90 (1H, brs), 6.05-6.35 (1H, brs), 7.08-7.20 (3H, m), 7.18-7.30 (3H, m) 7.56 (2H, brs), 8.86 (2H, d, J=8.3 Hz), 8.04 (2H, d, J=8... The reactants are [H-].[Na+] (Sodium hydride), ClC1=C(C=CC=C1C(C)O)NC1=C(C(=O)O)C=CC=C1 (2-[[2-chloro-3-(1-hydroxyethyl)phenyl]amino]benzoic acid), CI (methyl iodide). The solvent is CN(C=O)C (dimethylformamide). Run at temperature 0 celsius, time 15 minute. Product: COC(C1=C(C=CC=C1)NC1=C(C(=CC=C1)C(C)O)Cl)=O (2-[[2-chloro-3-(1-hydroxyethyl)phenyl]amino]benzoic acid methyl ester). Yield: 75.6%. As a reaction SMILES: [H-].[Na+].[Cl:3][C:4]1[C:9]([CH:10]([OH:12])[CH3:11])=[CH:8][CH:7]=[CH:6][C:5]=1[NH:13][C:14]1[CH:22]=[CH:21][CH:20]=[CH:19][C:15]=1[C:16]([OH:18])=[O:17].[CH3:23]I>CN(C)C=O>[CH3:23][O:17][C:16](=[O:18])[C:15]1[CH:19]=[CH:20][CH:21]=[CH:22][C:14]=1[NH:13][C:5]1[CH:6]=[CH:7][CH:8]=[C:9]([CH:10]([OH:12])[CH3:11])[C:4]=1[Cl:3] |f:0.1|. Procedure: Sodium hydride (0.48 g, 19.9 mmol) is added to a solution of 2-[[2-chloro-3-(1-hydroxyethyl)phenyl]amino]benzoic acid (5.8 g, 19.9 mmol) in dimethylformamide (15 mL) at room temperature. After 15 minutes, the reaction mixture is cooled to 0° C, and methyl iodide (2.8 g, 19.9 mmol) is added dropwise. The reaction mixture is stirred at room temperature overnight, and then partitioned between water and ether. The organic layer is washed with water and brine, dried over magnesium sulfate, and evapor... Reaction conditions: temperature 70 celsius. Reactants: BrC=1C=C(C=NC1Cl)OC[C@@H]1N(CCC1)C(=O)OC(C)(C)C (5-bromo-6-chloro-3-(1-BOC-2-(R)-pyrrolidinylmethoxy)pyridine), C=O (formalin). As a reaction SMILES: [Br:1][C:2]1[CH:3]=[C:4]([O:9][CH2:10][C@H:11]2[CH2:15][CH2:14][CH2:13][N:12]2[C:16](OC(C)(C)C)=O)[CH:5]=[N:6][C:7]=1[Cl:8].C=O>C(O)=O>[Br:1][C:2]1[CH:3]=[C:4]([O:9][CH2:10][C@H:11]2[CH2:15][CH2:14][CH2:13][N:12]2[CH3:16])[CH:5]=[N:6][C:7]=1[Cl:8]. Yields the product BrC=1C=C(C=NC1Cl)OC[C@@H]1N(CCC1)C (5-Bromo-6-chloro-3-(1-methyl-2-(R)-pyrrolidinylmethoxy)pyridine). Run in C(=O)O (formic acid). Procedure: To 5-bromo-6-chloro-3-(1-BOC-2-(R)-pyrrolidinylmethoxy)pyridine from step 69a (210 mg, 0.54 mmol) was added formalin (37%, 7 mL) and formic acid (3.5 mL), and the mixture was heated at 70° C. for 2.5 hours. The solvent was concentrated, and solid NaHCO3 was added to the residue. At pH 8 the mixture was extracted with CH2Cl2, which was dried over MgSO4 and concentrated. The residue was chromatographed on a silica gel column, eluting with CH2Cl2:MeOH 100:5-100:10 to afford to give the free base of... Yield: 66.7%. Reactants: [Cl-].FC1=C(C=CC2=CC=CC=C12)OCC[NH3+] (2-[(1-fluoronaphthalen-2-yl)oxy]ethanaminium chloride), CC1=CC=C(O1)C=O (5-methylfuran-2-carbaldehyde). The product is FC1=C(C=CC2=CC=CC=C12)OCCNCC=1OC(=CC1)C (2-[(1-fluoronaphthalen-2-yl)oxy]-N-[(5-methylfuran-2-yl)methyl]ethanamine). Yield: 63.0%. Reaction SMILES: [Cl-].[F:2][C:3]1[C:12]2[C:7](=[CH:8][CH:9]=[CH:10][CH:11]=2)[CH:6]=[CH:5][C:4]=1[O:13][CH2:14][CH2:15][NH3+:16].[CH3:17][C:18]1[O:22][C:21]([CH:23]=O)=[CH:20][CH:19]=1>>[F:2][C:3]1[C:12]2[C:7](=[CH:8][CH:9]=[CH:10][CH:11]=2)[CH:6]=[CH:5][C:4]=1[O:13][CH2:14][CH2:15][NH:16][CH2:23][C:21]1[O:22][C:18]([CH3:17])=[CH:19][CH:20]=1 |f:0.1|. Procedure details: Prepared from 2-[(1-fluoronaphthalen-2-yl)oxy]ethanaminium chloride and 5-methylfuran-2-carbaldehyde in 63% yield as a yellow oil. 1H-NMR (CD3OD) δ: 8.00 (1H, d), 7.88-7.84 (1H, m), 7.70 (1H, d, J=8.88 Hz), 7.55 (1H, ddd, J=1.2 Hz, J=6.88 Hz, J=8.50 Hz), 7.46 (1H, ddd, J=1.88 Hz, J=6.88 Hz, J=8.2 Hz), 7.41 (1H, d, J=8.88 Hz), 6.50 (1H, d, J=3.31 Hz) 6.14 (1H, qd, J=0.9 Hz, J=3.31 Hz) 4.47 (2H, t, J=5.00 Hz), 4.41 (2H, s) 3.50 (2H, t, J=5.00 Hz), 2.31 (3H, d, J=0.9 Hz). The reactants are COC(CC1=C(C=C(C(=C1)C1CC1)C)C)=O ((5-cyclopropyl-2,4-dimethyl-phenyl)-acetic acid methyl ester), [OH-].[Na+] (sodium hydroxide). Run in CO (methanol). Conditions: time 1.5 hour. Product: C1(CC1)C=1C(=CC(=C(C1)CC(=O)O)C)C ((5-cyclopropyl-2,4-dimethyl-phenyl)-acetic acid). Yield: 98.3%. As a reaction SMILES: C[O:2][C:3](=[O:16])[CH2:4][C:5]1[CH:10]=[C:9]([CH:11]2[CH2:13][CH2:12]2)[C:8]([CH3:14])=[CH:7][C:6]=1[CH3:15].[OH-].[Na+]>CO>[CH:11]1([C:9]2[C:8]([CH3:14])=[CH:7][C:6]([CH3:15])=[C:5]([CH2:4][C:3]([OH:16])=[O:2])[CH:10]=2)[CH2:12][CH2:13]1 |f:1.2|. Procedure details: 2.5 g of (5-cyclopropyl-2,4-dimethyl-phenyl)-acetic acid methyl ester in 30 ml of methanol is kept at ice bath temperature and treated with 0.5 g of sodium hydroxide in 5 portions. The reaction mixture is stirred at room temperature for 1.5 hours. The solvent is removed in vacuo, the residue poured into water and extracted with diethyl ether. The combined organic phases are dried with sodium sulfate, filtered and concentrated to afford 2.3 g of (5-cyclopropyl-2,4-dimethyl-phenyl)-acetic acid. Starting materials: NS(=O)(=O)C1=CC=C(C=C1)C=1SC=C(N1)C(=O)O (2-(4-aminosulfonylphenyl)thiazole-4-carboxylic acid), O1CCN(CC1)S(=O)(=O)C1=CC=C(C#N)C=C1 (4-(morpholinosulfonyl)-benzonitrile), S (H2S), BrCC(C(=O)OCC)=O (ethyl bromopyruvate). Product: N1(CCOCC1)S(=O)(=O)C1=CC=C(C=C1)C=1SC=C(N1)C(=O)O (2-(4-(4-morpholinyl)sulfonylphenyl)-thiazole-4-carboxylic acid). Reaction SMILES: [NH2:1][S:2]([C:5]1[CH:10]=[CH:9][C:8]([C:11]2[S:12][CH:13]=[C:14]([C:16]([OH:18])=[O:17])[N:15]=2)=[CH:7][CH:6]=1)(=[O:4])=[O:3].[O:19]1[CH2:24][CH2:23]N(S(C2C=CC(C#N)=CC=2)(=O)=O)[CH2:21][CH2:20]1.S.BrCC(=O)C(OCC)=O>>[N:1]1([S:2]([C:5]2[CH:6]=[CH:7][C:8]([C:11]3[S:12][CH:13]=[C:14]([C:16]([OH:18])=[O:17])[N:15]=3)=[CH:9][CH:10]=2)(=[O:3])=[O:4])[CH2:23][CH2:24][O:19][CH2:20][CH2:21]1. Procedure details: In a manner similar to that described for the preparation of 2-(4-aminosulfonylphenyl)thiazole-4-carboxylic acid, 460 mg of 4-(morpholinosulfonyl)-benzonitrile was treated with H2S, ethyl bromopyruvate, and LIOH successively to give the title compound. MS m/z: 355 (M+H). Reactants: COC(=O)c1ccc(Nc2cnc(Br)cn2)c([N+](=O)[O-])c1, C1CCOC1, [Cl-], [NH4+], O. Product: COC(=O)c1ccc(Nc2cnc(Br)cn2)c(N)c1. RXN SMILES: [Br:1][c:2]1[n:3][cH:4][c:5]([NH:8][c:9]2[c:10]([N+:19]([O-:20])=[O:21])[cH:11][c:12]([C:13](=[O:14])[O:15][CH3:16])[cH:17][cH:18]2)[n:6][cH:7]1.[CH2:24]1[O:25][CH2:26][CH2:27][CH2:28]1.[Cl-:22].[NH4+:23].[OH2:29]>>[Br:1][c:2]1[n:3][cH:4][c:5]([NH:8][c:9]2[c:10]([NH2:19])[cH:11][c:12]([C:13](=[O:14])[O:15][CH3:16])[cH:17][cH:18]2)[n:6][cH:7]1. Reactants: CS(=O)(=O)Nc1ccc(C(=O)O)cc1, CCOC(C)=O, CCN(C(C)C)C(C)C, Nc1cnc2ccc(N3CCCC3c3cc(F)ccc3F)nn12, CN(C)C=O. The product is CS(=O)(=O)Nc1ccc(C(=O)Nc2cnc3ccc(N4CCCC4c4cc(F)ccc4F)nn23)cc1. RXN SMILES: [CH3:24][S:25](=[O:26])(=[O:27])[NH:28][c:29]1[cH:30][cH:31][c:32]([C:33](=[O:34])[OH:35])[cH:36][cH:37]1.[CH3:52][CH2:53][O:54][C:55]([CH3:56])=[O:57].[CH:43]([N:44]([CH2:45][CH3:46])[CH:47]([CH3:48])[CH3:49])([CH3:50])[CH3:51].[F:1][c:2]1[c:3]([CH:9]2[N:10]([c:14]3[cH:15][cH:16][c:17]4[n:18]([n:19]3)[c:20]([NH2:23])[cH:21][n:22]4)[CH2:11][CH2:12][CH2:13]2)[cH:4][c:5]([F:8])[cH:6][cH:7]1.[O:38]=[CH:39][N:40]([CH3:41])[CH3:42]>>[F:1][c:2]1[c:3]([CH:9]2[N:10]([c:14]3[cH:15][cH:16][c:17]4[n:18]([n:19]3)[c:20]([NH:23][C:33]([c:32]3[cH:31][cH:30][c:29]([NH:28][S:25]([CH3:24])(=[O:26])=[O:27])[cH:37][cH:36]3)=[O:34])[cH:21][n:22]4)[CH2:11][CH2:12][CH2:13]2)[cH:4][c:5]([F:8])[cH:6][cH:7]1.